The task is: describe an organic reaction: reactants, conditions, products, and yield. This data is from the Open Reaction Database (ORD), a public repository of structured organic reaction records. The reactants are C(=O)O (Formic acid), NC=1C2=C(N=C(N1)C1=NN(C3=NC=CC=C31)CCC(C(F)(F)F)(F)F)NC(C2(C(=O)NN)C)=O (4-amino-5-methyl-6-oxo-2-[1-(3,3,4,4,4-pentafluorobutyl)-1H-pyrazolo[3,4-b]pyridin-3-yl]-6,7-dihydro-5H-pyrrolo[2,3-d]pyrimidine-5-carbohydrazide). The solvent is C(C)#N (acetonitrile). Run at temperature 80 celsius. The product is NC=1C2=C(N=C(N1)C1=NN(C3=NC=CC=C31)CCC(C(F)(F)F)(F)F)NC(C2(C(=O)NNC=O)C)=O (4-amino-N′-formyl-5-methyl-6-oxo-2-[1-(3,3,4,4,4-pentafluorobutyl)-1H-pyrazolo[3,4-b]pyridin-3-yl]-6,7-dihydro-5H-pyrrolo[2,3-d]pyrimidine-5-carbohydrazide). As a reaction SMILES: [CH:1](O)=[O:2].[NH2:4][C:5]1[C:6]2[C:31]([CH3:36])([C:32]([NH:34][NH2:35])=[O:33])[C:30](=[O:37])[NH:29][C:7]=2[N:8]=[C:9]([C:11]2[C:19]3[C:14](=[N:15][CH:16]=[CH:17][CH:18]=3)[N:13]([CH2:20][CH2:21][C:22]([F:28])([F:27])[C:23]([F:26])([F:25])[F:24])[N:12]=2)[N:10]=1>C(#N)C>[NH2:4][C:5]1[C:6]2[C:31]([CH3:36])([C:32]([NH:34][NH:35][CH:1]=[O:2])=[O:33])[C:30](=[O:37])[NH:29][C:7]=2[N:8]=[C:9]([C:11]2[C:19]3[C:14](=[N:15][CH:16]=[CH:17][CH:18]=3)[N:13]([CH2:20][CH2:21][C:22]([F:28])([F:27])[C:23]([F:25])([F:24])[F:26])[N:12]=2)[N:10]=1. Procedure details: Formic acid (3 mL, 78 mmol) was added to an acetonitrile solution (3 mL) of the intermediate from Step A (200 mg, 0.371 mmol). The reaction mixture was heated at 80° C. for 1.5 hours in a screw cap vial. The mixture was cooled, concentrated in vacuo and the residue diluted with EtOAc. The solution was then washed with saturated aqueous sodium bicarbonate, water and brine. The organic phase was dried over magnesium sulfate, filtered and concentrated in vacuo to give the title compound as a pale y... The reactants are COc1ccc(C(Cl)(c2ccccc2)c2ccc(OC)cc2)cc1, Cc1cn(C2CC(O)C(CO)O2)c(=O)[nH]c1=O. Product: COc1ccc(C(OCC2OC(n3cc(C)c(=O)[nH]c3=O)CC2O)(c2ccccc2)c2ccc(OC)cc2)cc1. RXN SMILES: [CH3:18][O:19][c:20]1[cH:21][cH:22][c:23]([C:24]([c:25]2[cH:26][cH:27][c:28]([O:31][CH3:32])[cH:29][cH:30]2)([c:33]2[cH:34][cH:35][cH:36][cH:37][cH:38]2)[Cl:39])[cH:40][cH:41]1.[CH3:1][c:2]1[cH:3][n:4]([CH:5]2[CH2:6][CH:7]([OH:8])[CH:9]([CH2:10][OH:11])[O:12]2)[c:13](=[O:14])[nH:15][c:16]1=[O:17]>>[CH3:1][c:2]1[cH:3][n:4]([CH:5]2[CH2:6][CH:7]([OH:8])[CH:9]([CH2:10][O:11][C:24]([c:23]3[cH:22][cH:21][c:20]([O:19][CH3:18])[cH:41][cH:40]3)([c:25]3[cH:26][cH:27][c:28]([O:31][CH3:32])[cH:29][cH:30]3)[c:33]3[cH:34][cH:35][cH:36][cH:37][cH:38]3)[O:12]2)[c:13](=[O:14])[nH:15][c:16]1=[O:17]. The reactants are [OH-].[K+] (potassium hydroxide), ClC1=CC=C(C=C1)C=1OC(=C(N1)CC(=O)OCC)C=1OC=CC1 (ethyl 2-[2-(4-chlorophenyl)-5-(2-furyl)-4-oxazolyl]acetate). Solvent: CO (methanol). Conditions: time 10 hour. Yields the product ClC1=CC=C(C=C1)C=1OC(=C(N1)CC(=O)[O-])C=1OC=CC1.[K+] (potassium 2-[2-(4-chlorophenyl)-5-(2-furyl)-4-oxazolyl]acetate). The yield is 82.5%. As a reaction SMILES: [OH-].[K+:2].[Cl:3][C:4]1[CH:9]=[CH:8][C:7]([C:10]2[O:11][C:12]([C:21]3[O:22][CH:23]=[CH:24][CH:25]=3)=[C:13]([CH2:15][C:16]([O:18]CC)=[O:17])[N:14]=2)=[CH:6][CH:5]=1>CO>[Cl:3][C:4]1[CH:9]=[CH:8][C:7]([C:10]2[O:11][C:12]([C:21]3[O:22][CH:23]=[CH:24][CH:25]=3)=[C:13]([CH2:15][C:16]([O-:18])=[O:17])[N:14]=2)=[CH:6][CH:5]=1.[K+:2] |f:0.1,4.5|. Procedure details: A solution of 0.4 g of potassium hydroxide in 30 ml of methanol is added to 1.0 g of ethyl 2-[2-(4-chlorophenyl)-5-(2-furyl)-4-oxazolyl]acetate at 5° to 10° C. The mixture is stirred at room temperature for 10 hours. Then, the precipitates are collected by filtration, washed with ether and then dried. 0.85 g of potassium 2-[2-(4-chlorophenyl)-5-(2-furyl)-4-oxazolyl]acetate is obtained. Yield: 80.2% Procedure: According to the general method of Example 7, 1-(4-aminobutyl)-1H-imidazo[4,5-c]quinolin-4-amine and chloroformic acid 2-naphthyl ester were combined to provide 2-naphthyl N-[4-(4-amino-1H-imidazo[4,5-c]quinolin-1-yl)butyl]carbamate as a white powder, m.p. 154.0-155.0° C. 1H NMR (300 MHz, DMSO-d6) δ 8.23 (s, 1H), 8.08 (d, J=7.4 Hz, 1H), 7.94-7.86 (m, 4H), 7.64 (dd, J=8.3, 1.0 Hz, 1H), 7.56-7.43 (m, 4H), 7.30 (m, 1H), 7.20 (dd, J=8.8, 2.3 Hz, 1H), 6.61 (broad s, 2H), 4.65 (t, J=6.9 Hz, 2H), 3.14 ... RXN SMILES: [NH2:1][CH2:2][CH2:3][CH2:4][CH2:5][N:6]1[C:18]2[C:17]3[CH:16]=[CH:15][CH:14]=[CH:13][C:12]=3[N:11]=[C:10]([NH2:19])[C:9]=2[N:8]=[CH:7]1.[CH:20]1[C:29]2[C:24](=[CH:25][CH:26]=[CH:27][CH:28]=2)[CH:23]=[CH:22][C:21]=1[O:30][C:31](Cl)=[O:32]>>[NH2:19][C:10]1[C:9]2[N:8]=[CH:7][N:6]([CH2:5][CH2:4][CH2:3][CH2:2][NH:1][C:31](=[O:32])[O:30][C:21]3[CH:22]=[CH:23][C:24]4[C:29](=[CH:28][CH:27]=[CH:26][CH:25]=4)[CH:20]=3)[C:18]=2[C:17]2[CH:16]=[CH:15][CH:14]=[CH:13][C:12]=2[N:11]=1. Product: NC1=NC=2C=CC=CC2C2=C1N=CN2CCCCNC(OC2=CC1=CC=CC=C1C=C2)=O (2-naphthyl N-[4-(4-amino-1H-imidazo[4,5-c]quinolin-1-yl)butyl]carbamate). Reactants: NCCCCN1C=NC=2C(=NC=3C=CC=CC3C21)N (1-(4-aminobutyl)-1H-imidazo[4,5-c]quinolin-4-amine), C1=C(C=CC2=CC=CC=C12)OC(=O)Cl (chloroformic acid 2-naphthyl ester).